From a dataset of the Open Reaction Database (ORD), a public repository of structured organic reaction records. describe an organic reaction: reactants, conditions, products, and yield The reactants are CC(=O)Cl, CCN(C(C)C)C(C)C, ClCCl, NC1CCN(CCC2CSC(c3cc4cc(Cl)cc(NC5CCOCC5)c4[nH]3)=N2)C1. Product: CC(=O)NC1CCN(CCC2CSC(c3cc4cc(Cl)cc(NC5CCOCC5)c4[nH]3)=N2)C1. Reaction SMILES: [C:40]([CH3:41])(=[O:42])[Cl:43].[CH:31]([N:32]([CH:33]([CH3:34])[CH3:35])[CH2:36][CH3:37])([CH3:38])[CH3:39].[Cl:44][CH2:45][Cl:46].[NH2:1][CH:2]1[CH2:3][N:4]([CH2:7][CH2:8][CH:9]2[N:10]=[C:11]([c:14]3[nH:15][c:16]4[c:17]([NH:24][CH:25]5[CH2:26][CH2:27][O:28][CH2:29][CH2:30]5)[cH:18][c:19]([Cl:23])[cH:20][c:21]4[cH:22]3)[S:12][CH2:13]2)[CH2:5][CH2:6]1>>[NH:1]([CH:2]1[CH2:3][N:4]([CH2:7][CH2:8][CH:9]2[N:10]=[C:11]([c:14]3[nH:15][c:16]4[c:17]([NH:24][CH:25]5[CH2:26][CH2:27][O:28][CH2:29][CH2:30]5)[cH:18][c:19]([Cl:23])[cH:20][c:21]4[cH:22]3)[S:12][CH2:13]2)[CH2:5][CH2:6]1)[C:40]([CH3:41])=[O:42]. Starting materials: NC1=CC(=C(OC2=C3C(=NC=C2)C=C(S3)C=3C=C(CCN(C(OC(C)(C)C)=O)CCOC)C=CC3)C=C1)F (tert-Butyl 3-(7-(4-Amino-2-fluorophenoxy)thieno[3,2-b]pyridin-2-yl)phenethyl(2-methoxyethyl)carbamate), C(C)O.C1(=CC=CC=C1)C (ethanol toluene), FC1=CC=C(C=C1)CC(=O)N=C=S (p-fluorophenylacetyl isothiocyanate), C(C)O.C1(=CC=CC=C1)C (ethanol toluene), FC(C(=O)O)(F)F (trifluoroacetic acid). Solvent: ClCCl (dichloromethane). Conditions: time 2 hour. Yields the product FC=1C=C(C=CC1OC1=C2C(=NC=C1)C=C(S2)C2=CC(=CC=C2)CCNCCOC)NC(=S)NC(CC2=CC=C(C=C2)F)=O (N-(3-Fluoro-4-(2-(3-(2-(2-methoxyethylamino)ethyl)phenyl)thieno[3,2-b]pyridin-7-yloxy)phenylcarbamothioyl)-2-(4-fluorophenyl)acetamide). Isolated yield 49.4%. As a reaction SMILES: [NH2:1][C:2]1[CH:37]=[CH:36][C:5]([O:6][C:7]2[CH:12]=[CH:11][N:10]=[C:9]3[CH:13]=[C:14]([C:16]4[CH:17]=[C:18]([CH:33]=[CH:34][CH:35]=4)[CH2:19][CH2:20][N:21]([CH2:29][CH2:30][O:31][CH3:32])C(=O)OC(C)(C)C)[S:15][C:8]=23)=[C:4]([F:38])[CH:3]=1.C(O)C.C1(C)C=CC=CC=1.[F:49][C:50]1[CH:55]=[CH:54][C:53]([CH2:56][C:57]([N:59]=[C:60]=[S:61])=[O:58])=[CH:52][CH:51]=1.FC(F)(F)C(O)=O>ClCCl>[F:38][C:4]1[CH:3]=[C:2]([NH:1][C:60]([NH:59][C:57](=[O:58])[CH2:56][C:53]2[CH:54]=[CH:55][C:50]([F:49])=[CH:51][CH:52]=2)=[S:61])[CH:37]=[CH:36][C:5]=1[O:6][C:7]1[CH:12]=[CH:11][N:10]=[C:9]2[CH:13]=[C:14]([C:16]3[CH:35]=[CH:34][CH:33]=[C:18]([CH2:19][CH2:20][NH:21][CH2:29][CH2:30][O:31][CH3:32])[CH:17]=3)[S:15][C:8]=12 |f:1.2|. Procedure: To a solution of 156 (0.17 g, 0.32 mmol) in 1:1 absolute ethanol/toluene (20 mL), p-fluorophenylacetyl isothiocyanate (0.11 g, 0.56 mmol) in 1:1 absolute ethanol/toluene (5 mL) was added and the reaction was allowed to stir for 2 h at r.t. The solvents were removed under reduced pressure and the residue was purified by chromatography on silica gel (75% EtOAc/hexane) to give the intermediate Boc-protected product [not shown in the scheme] as a white solid. This material was dissolved in dichlorom... Procedure details: To a solution of 10.38 g (62.5 mmol) of fluorene in 250 ml of THF at 0° C. was added dropwise a 1.6 molar solution of butyllithium in hexane (39.05 ml, 62.5 mmol) in order to produce fluorenyllithium. The solution was stirred for 3 h at room temperature and then added dropwise over a period of 2 h via a cannula to 125 ml (1.45 mol) of 1,2-dibromoethane. The solution was stirred overnight at room temperature. After hydrolysis with 125 ml aqueous NH4Cl, the organic layer was separated. The aqueous... Solvent: C1CCOC1 (THF). RXN SMILES: [CH:1]1[C:13]2[CH2:12][C:11]3[C:6](=[CH:7][CH:8]=[CH:9][CH:10]=3)[C:5]=2[CH:4]=[CH:3][CH:2]=1.C([Li:18])CCC.CCCCCC>C1COCC1>[C:1]1([Li:18])[C:13]2[CH2:12][C:11]3[C:6](=[CH:7][CH:8]=[CH:9][CH:10]=3)[C:5]=2[CH:4]=[CH:3][CH:2]=1. Yields the product C1(=CC=CC=2C3=CC=CC=C3CC12)[Li] (fluorenyllithium). Starting materials: C1=CC=CC=2C3=CC=CC=C3CC12 (fluorene), solution, C(CCC)[Li] (butyllithium), CCCCCC (hexane). Starting materials: FC1=CC=C(C=C1)C1=NN(C=2N=NC(=C(C21)O)C2=CC=CC=C2)CCN2CCOCC2 (3-(4-fluorophenyl)-1-(2-morpholinoethyl)-5-phenyl-1H-pyrazolo[3,4-c]pyridazin-4-ol), O=P(Cl)(Cl)Cl (POCl3). Yields the product ClC1=C2C(=NN=C1C1=CC=CC=C1)N(N=C2C2=CC=C(C=C2)F)CCN2CCOCC2 (4-(2-(4-chloro-3-(4-fluorophenyl)-5-phenyl-1H-pyrazolo[3,4-c]pyridazin-1-yl)ethyl)morpholine). As a reaction SMILES: [F:1][C:2]1[CH:7]=[CH:6][C:5]([C:8]2[C:16]3[C:15](O)=[C:14]([C:18]4[CH:23]=[CH:22][CH:21]=[CH:20][CH:19]=4)[N:13]=[N:12][C:11]=3[N:10]([CH2:24][CH2:25][N:26]3[CH2:31][CH2:30][O:29][CH2:28][CH2:27]3)[N:9]=2)=[CH:4][CH:3]=1.O=P(Cl)(Cl)[Cl:34]>>[Cl:34][C:15]1[C:14]([C:18]2[CH:23]=[CH:22][CH:21]=[CH:20][CH:19]=2)=[N:13][N:12]=[C:11]2[N:10]([CH2:24][CH2:25][N:26]3[CH2:31][CH2:30][O:29][CH2:28][CH2:27]3)[N:9]=[C:8]([C:5]3[CH:6]=[CH:7][C:2]([F:1])=[CH:3][CH:4]=3)[C:16]=12. Reported procedure: 3-(4-fluorophenyl)-1-(2-morpholinoethyl)-5-phenyl-1H-pyrazolo[3,4-c]pyridazin-4-ol (27.8 mg, 0.07 mmol) was heated to 80° C. in POCl3 (0.5 ml) for 2.75 h the solvent was removed in vacuo and the crude purified by preparative HPLC to give Compound 78 as an orange solid (10.7 mg). Reactants: BrC1=C(C=CC(=N1)C(=O)O)F (6-bromo-5-fluoropicolinic acid), FC1=C(C=C(C=C1)F)B(O)O (2,5-difluorophenylboronic acid). The reagents and catalysts are C1=CC=C(C=C1)P([C-]2C=CC=C2)C3=CC=CC=C3.C1=CC=C(C=C1)P([C-]2C=CC=C2)C3=CC=CC=C3.Cl[Pd]Cl.[Fe+2].C(Cl)Cl (Pd(dppf)Cl2 DCM). The product is FC1=C(C=C(C=C1)F)C1=C(C=CC(=N1)C(=O)O)F (6-(2,5-difluorophenyl)-5-fluoropicolinic acid). The yield is 80.0%. RXN SMILES: Br[C:2]1[N:7]=[C:6]([C:8]([OH:10])=[O:9])[CH:5]=[CH:4][C:3]=1[F:11].[F:12][C:13]1[CH:18]=[CH:17][C:16]([F:19])=[CH:15][C:14]=1B(O)O>C1C=CC(P(C2C=CC=CC=2)[C-]2C=CC=C2)=CC=1.C1C=CC(P(C2C=CC=CC=2)[C-]2C=CC=C2)=CC=1.Cl[Pd]Cl.[Fe+2].C(Cl)Cl>[F:12][C:13]1[CH:18]=[CH:17][C:16]([F:19])=[CH:15][C:14]=1[C:2]1[N:7]=[C:6]([C:8]([OH:10])=[O:9])[CH:5]=[CH:4][C:3]=1[F:11] |f:2.3.4.5.6|. Reported procedure: Method 1 was followed using 6-bromo-5-fluoropicolinic acid (1.0 equiv.) and 2,5-difluorophenylboronic acid (1.3 equiv.) and Pd(dppf)Cl2-DCM (0.05 equiv.) to give 6-(2,5-difluorophenyl)-5-fluoropicolinic acid in 80% yield. LC/MS=254.1 (M+H), Rt=0.74 min.